This data is from the Open Reaction Database (ORD), a public repository of structured organic reaction records. The task is: describe an organic reaction: reactants, conditions, products, and yield The reactants are CC(C)(C)[Si](C)(C)Cl, ClCCl, CC=CC1CC(O)CCC1NC(=O)OCc1ccccc1, c1c[nH]cn1. Yields the product CC=CC1CC(O[Si](C)(C)C(C)(C)C)CCC1NC(=O)OCc1ccccc1. As a reaction SMILES: [C:27]([CH3:28])([CH3:29])([CH3:30])[Si:31]([CH3:32])([CH3:33])[Cl:34].[CH2:35]([Cl:36])[Cl:37].[OH:1][CH:2]1[CH2:3][CH:4]([CH:19]=[CH:20][CH3:21])[CH:5]([NH:8][C:9]([O:10][CH2:11][c:12]2[cH:13][cH:14][cH:15][cH:16][cH:17]2)=[O:18])[CH2:6][CH2:7]1.[nH:22]1[cH:23][cH:24][n:25][cH:26]1>>[O:1]([CH:2]1[CH2:3][CH:4]([CH:19]=[CH:20][CH3:21])[CH:5]([NH:8][C:9]([O:10][CH2:11][c:12]2[cH:13][cH:14][cH:15][cH:16][cH:17]2)=[O:18])[CH2:6][CH2:7]1)[Si:31]([C:27]([CH3:28])([CH3:29])[CH3:30])([CH3:32])[CH3:33]. The reactants are C(C1=CC=CC=C1)OC(=O)N1CCN(CC1)CCCN(C)C (4-benzyloxycarbonyl-3-dimethylaminopropylpiperazine). The reagents and catalysts are [Pd] (Pd/C). The solvent is CO (methanol). Reaction conditions: time 38 hour. The product is CN(CCCN1CCNCC1)C (3-Dimethylaminopropylpiperazine). Isolated yield 97.3%. Reaction SMILES: C(OC([N:11]1[CH2:16][CH2:15][N:14]([CH2:17][CH2:18][CH2:19][N:20]([CH3:22])[CH3:21])[CH2:13][CH2:12]1)=O)C1C=CC=CC=1>CO.[Pd]>[CH3:22][N:20]([CH3:21])[CH2:19][CH2:18][CH2:17][N:14]1[CH2:13][CH2:12][NH:11][CH2:16][CH2:15]1. Procedure details: A mixture of 4-benzyloxycarbonyl-3-dimethylaminopropylpiperazine (2.21 g, 7.2 mmol), 5% Pd/C (0.36 g) in methanol (20 ml) was stirred under hydrogen atmosphere at room temperature for 38 h. After removal of catalyst by Celite filtration, the filtrate was concentrated to afford 1.20 g (97.6%) of orange color viscous oil. Starting materials: BrCC=1C=C(C#N)C=CC1 (3-(Bromomethyl)benzonitrile), CC(C)(C)OC(=O)NC(=O)OC(C)(C)C (di-tert-butyliminodicarboxylate), C([O-])([O-])=O.[Cs+].[Cs+] (cesium carbonate). The reagents and catalysts are [I-].[Li+] (lithium iodide). Solvent: C1CCOC1 (THF). Conditions: temperature 70 celsius, time 22 hour. The product is C(C)(C)(C)OC(=O)N(C=1C=C(C#N)C=CC1)C(=O)OC(C)(C)C (3-(di-tert-butoxycarbonylamino)benzonitrile). Yield: 91.0%. RXN SMILES: BrC[C:3]1[CH:4]=[C:5]([CH:8]=[CH:9][CH:10]=1)[C:6]#[N:7].[CH3:11][C:12]([O:15][C:16]([NH:18][C:19]([O:21][C:22]([CH3:25])([CH3:24])[CH3:23])=[O:20])=[O:17])([CH3:14])[CH3:13].C(=O)([O-])[O-].[Cs+].[Cs+]>C1COCC1.[I-].[Li+]>[C:22]([O:21][C:19]([N:18]([C:16]([O:15][C:12]([CH3:14])([CH3:13])[CH3:11])=[O:17])[C:3]1[CH:4]=[C:5]([CH:8]=[CH:9][CH:10]=1)[C:6]#[N:7])=[O:20])([CH3:25])([CH3:24])[CH3:23] |f:2.3.4,6.7|. Reported procedure: 3-(Bromomethyl)benzonitrile (5 g, 25.5 mmoles) and di-tert-butyliminodicarboxylate (5.54 g, 25.5 mmoles) were dissolved in anhydrous THF (50 mL) and cesium carbonate (16.62 g, 25.5 mmoles) and lithium iodide (170.5 mg, 1.275 mmoles) were added. The mixture was stirred at 70° C. for 22 h and the reaction was worked up as described in Preparative Example 89, Step B above. The residue was chromatographed on a silica gel column (60×5 cm) using 5% ethyl acetate in hexane as the eluant to give 3-(di-t... Reactants: COC(=O)C1=NC2=NC=CC=C2C=C1 (naphthyridine-2-carboxylic acid methyl ester). The reagents and catalysts are [Pd] (Palladium). Run in CO (methanol). The product is COC(=O)C1NC2=CC=NC=C2CC1 (1, 2, 3, 4-Tetrahydro-[1,6]naphthyridine-2-carboxylic acid methyl ester). As a reaction SMILES: [CH3:1][O:2][C:3]([C:5]1[CH:14]=[CH:13][C:12]2[C:7](=[N:8][CH:9]=[CH:10][CH:11]=2)[N:6]=1)=[O:4]>[Pd].CO>[CH3:1][O:2][C:3]([CH:5]1[CH2:14][CH2:13][C:12]2[C:11](=[CH:10][CH:9]=[N:8][CH:7]=2)[NH:6]1)=[O:4]. Reported procedure: 1,6]naphthyridine-2-carboxylic acid methyl ester (1 equiv.) and methanol (anhydrous, 5 mL) were combined in a reaction vessel under nitrogen atmosphere. Palladium, 5% wt. on calcium carbonate (1 equiv.) was added and hydrogen gas was bubbled through the solution via balloon for 12 h. The reaction was passed through a short plug of silica to remove the catalyst and the silica plug was washed with 20% methanol in DCM. The solvent was removed in vacuo to yield the title compound as a brown solid we... Starting materials: ClC1=C(C(=O)OC)C=CC(=C1)SC (Methyl 2-chloro-4-(methylthio)benzoate), [H-].[Al+3].[Li+].[H-].[H-].[H-] (lithium aluminum hydride). Run in O1CCCC1 (tetrahydrofuran), CCOCC (ether), Cl (hydrochloric acid). Run at time 1 hour. The product is ClC1=C(CO)C=CC(=C1)SC (2-Chloro-4-(methylthio)benzyl alcohol). Isolated yield 103.3%. Reaction SMILES: [Cl:1][C:2]1[CH:11]=[C:10]([S:12][CH3:13])[CH:9]=[CH:8][C:3]=1[C:4](OC)=[O:5].[H-].[Al+3].[Li+].[H-].[H-].[H-]>O1CCCC1.CCOCC.Cl>[Cl:1][C:2]1[CH:11]=[C:10]([S:12][CH3:13])[CH:9]=[CH:8][C:3]=1[CH2:4][OH:5] |f:1.2.3.4.5.6|. Reported procedure: Methyl 2-chloro-4-(methylthio)benzoate (806 mg) was dropwise added to a suspension of lithium aluminum hydride (139 mg) in tetrahydrofuran (8 ml) under ice-cooling, and the mixture was stirred for 1 hr. The reaction mixture was diluted with ether and 1N hydrochloric acid (10 ml) was dropwise added. The resulting product was extracted three times with ether. The organic layers were combined, washed successively with a saturated aqueous solution of sodium hydrogencarbonate and saturated brine, and... The reactants are C(\C=C/C(=O)O)(=O)O (maleic acid), ClC=1C=CC(=C(OCCNC)C1)OC1=C(C=CC=C1)CCCl (2-[5-chloro-2-[(2-chloroethyl)phenoxy]phenoxy]-N-methyl-ethylamine), O (Water), N1=CC=CC=C1 (pyridine). Solvent: CN1C(CCC1)=O (N-methyl-2-pyrrolidone), CN1C(CCC1)=O (N-methyl-2-pyrrolidone). Conditions: time 8 hour. Product: C(\C=C/C(=O)O)(=O)O.ClC1=CC2=C(OC3=C(CCN(CCO2)C)C=CC=C3)C=C1 (3-chloro-7,8,9,10-tetrahydro-8-methyl-6H-dibenzo[b,j][1,4,7]dioxaazacycloundecine (Z)-2-butenedioate). Isolated yield 28.0%. Reaction SMILES: [Cl:1][C:2]1[CH:3]=[CH:4][C:5]([O:13][C:14]2[CH:19]=[CH:18][CH:17]=[CH:16][C:15]=2[CH2:20][CH2:21]Cl)=[C:6]([CH:12]=1)[O:7][CH2:8][CH2:9][NH:10][CH3:11].N1C=CC=CC=1.O.[C:30]([OH:37])(=[O:36])/[CH:31]=[CH:32]\[C:33]([OH:35])=[O:34]>CN1CCCC1=O>[C:30]([OH:37])(=[O:36])/[CH:31]=[CH:32]\[C:33]([OH:35])=[O:34].[Cl:1][C:2]1[CH:3]=[CH:4][C:5]2[O:13][C:14]3[CH:19]=[CH:18][CH:17]=[CH:16][C:15]=3[CH2:20][CH2:21][N:10]([CH3:11])[CH2:9][CH2:8][O:7][C:6]=2[CH:12]=1 |f:5.6|. Reported procedure: A solution of 9.9 g of 2-[5-chloro-2-[(2-chloroethyl)phenoxy]phenoxy]-N-methyl-ethylamine dissolved in 500 ml of N-methyl-2-pyrrolidone was slowly added to a mixture of 1 1 of N-methyl-2-pyrrolidone and 500 ml of pyridine at 85° C. and stirred overnight at this temperature. Water was added, the mixture was extracted with diethyl ether and the ether layer was washed with water and dried over sodium sulphate. The organic solution was evaporated to dryness and the residue was crystallized from dich... Reactants: [N+](=O)([O-])C1=C2C(C=CC(C2=CC=C1)=O)=O (5-nitro-1,4-naphthoquinone), NC1=CC=2C(C3=CC=CC=C3C(C2C=C1)=O)=O (2-aminoanthraquinone), 6-nitro, C=CC=C (1,3-butadiene), [OH-].[Na+] (sodium hydroxide). The reagents and catalysts are [Pd] (palladium on carbon). Solvent: COCCO (methyl cellosolve). Yields the product NC1=CC=CC=2C(C3=CC=CC=C3C(C12)=O)=O (1-aminoanthraquinone). Isolated yield 7.0%. As a reaction SMILES: [N+:1]([C:4]1[CH:13]=[CH:12][CH:11]=[C:10]2[C:5]=1[C:6](=[O:15])[CH:7]=[CH:8][C:9]2=[O:14])([O-])=O.[CH2:16]=[CH:17][CH:18]=[CH2:19].[OH-].[Na+].NC1C=CC2C(=O)C3C(=CC=CC=3)C(=O)C=2C=1>[Pd].COCCO>[NH2:1][C:4]1[C:5]2[C:6](=[O:15])[C:7]3[C:8](=[CH:16][CH:17]=[CH:18][CH:19]=3)[C:9](=[O:14])[C:10]=2[CH:11]=[CH:12][CH:13]=1 |f:2.3|. Reported procedure: 122 Grams of 5-nitro-1,4-naphthoquinone which contained 10% of the 6-nitro compound, 2,800 grams of methyl cellosolve and 48 grams of 1,3-butadiene were placed in an autoclave, followed by reaction at 90° C. for 2 hours. After allowing to cool, 1.2 grams of a 5% palladium on carbon catalyst and 120 grams of a 20% aqueous sodium hydroxide solution were added to the reaction solution. Then, the procedure of Example 13 was repeated to obtain 108 grams of 1-aminoanthraquinone containing 7% of 2-amin... The reactants are C(C)(C)[Mg]Cl (isopropylmagnesium chloride), C(C)(C)(C)OC(N(CC1=CC=C(C=C1)C(F)(F)F)C1=NC=C(C=C1)C(C)=O)=O ((5-acetyl-pyridin-2-yl)-(4-trifluoromethyl-benzyl)-carbamic acid tert-butyl ester), IC1=CN(C2=NC=CC=C21)[Si](C(C)C)(C(C)C)C(C)C (3-Iodo-1-triisopropylsilanyl-1H-pyrrolo[2,3-b]pyridine). Run in O1CCCC1 (tetrahydrofuran), O1CCCC1 (tetrahydrofuran), O1CCCC1 (tetrahydrofuran). Conditions: temperature -20 celsius, time 1 hour. The product is FC(C1=CC=C(CNC2=CC=C(C=N2)C(C)(O)C2=CN(C3=NC=CC=C32)[Si](C(C)C)(C(C)C)C(C)C)C=C1)(F)F (1-[6-(4-trifluoromethyl-benzylamino)-pyridin-3-yl]-1-(1-triisopropylsilanyl-1H-pyrrolo[2,3-b]pyridin-3-yl)-ethanol). The yield is 28.9%. RXN SMILES: I[C:2]1[C:10]2[C:5](=[N:6][CH:7]=[CH:8][CH:9]=2)[N:4]([Si:11]([CH:18]([CH3:20])[CH3:19])([CH:15]([CH3:17])[CH3:16])[CH:12]([CH3:14])[CH3:13])[CH:3]=1.C([Mg]Cl)(C)C.C(OC(=O)[N:32]([C:44]1[CH:49]=[CH:48][C:47]([C:50](=[O:52])[CH3:51])=[CH:46][N:45]=1)[CH2:33][C:34]1[CH:39]=[CH:38][C:37]([C:40]([F:43])([F:42])[F:41])=[CH:36][CH:35]=1)(C)(C)C>O1CCCC1>[F:43][C:40]([F:41])([F:42])[C:37]1[CH:38]=[CH:39][C:34]([CH2:33][NH:32][C:44]2[N:45]=[CH:46][C:47]([C:50]([C:2]3[C:10]4[C:5](=[N:6][CH:7]=[CH:8][CH:9]=4)[N:4]([Si:11]([CH:18]([CH3:20])[CH3:19])([CH:15]([CH3:17])[CH3:16])[CH:12]([CH3:14])[CH3:13])[CH:3]=3)([OH:52])[CH3:51])=[CH:48][CH:49]=2)=[CH:35][CH:36]=1. Procedure details: 3-Iodo-1-triisopropylsilanyl-1H-pyrrolo[2,3-b]pyridine (96, 485.9 mg, 1.21 mmol) was dissolved in tetrahydrofuran (8 mL) at −20° C. under an atmosphere of nitrogen. 2.0 M isopropylmagnesium chloride in tetrahydrofuran (0.655 mL) was added. The reaction was stirred at −20° C. for 1 hour. Into the reaction was added (5-acetyl-pyridin-2-yl)-(4-trifluoromethyl-benzyl)-carbamic acid tert-butyl ester (621, 300.0 mg, 0.76 mmol) in tetrahydrofuran (6 mL) The reaction was allowed to warm to room temperat... The reactants are N1(CCOCC1)CCO (4-morpholineethanol), [H-].[Na+] (sodium hydride), BrC=1C=C2C=CNC2=NC1 (5-bromo-7-azaindole). Reagents/catalysts: [Cu]Br (copper(I) bromide). Solvent: CN(C=O)C (N,N-dimethylformamide), CN(C=O)C (N,N-dimethylformamide). Conditions: temperature 120 celsius, time 2 hour. Yields the product N1(CCOCC1)CCOC=1C=C2C(=NC1)NC=C2 (5-(2-Morpholin-4-yl-ethoxy)-1H-pyrrolo[2,3-b]pyridine). Isolated yield 49.2%. RXN SMILES: [N:1]1([CH2:7][CH2:8][OH:9])[CH2:6][CH2:5][O:4][CH2:3][CH2:2]1.[H-].[Na+].Br[C:13]1[CH:14]=[C:15]2[C:19](=[N:20][CH:21]=1)[NH:18][CH:17]=[CH:16]2>CN(C)C=O.[Cu]Br>[N:1]1([CH2:7][CH2:8][O:9][C:13]2[CH:14]=[C:15]3[CH:16]=[CH:17][NH:18][C:19]3=[N:20][CH:21]=2)[CH2:6][CH2:5][O:4][CH2:3][CH2:2]1 |f:1.2|. Reported procedure: To 4-morpholineethanol (30 mL, 0.2 mol) in N,N-dimethylformamide (30 mL) was slowly added sodium hydride (7 g, 60% dispersion in mineral oil, 0.2 mol). After the solution turned clear, a solution of 5-bromo-7-azaindole (44, 1.0 g, 0.0051 mol) in N,N-dimethylformamide (5 mL) and copper(I) bromide (1.4 g, 0.0098 mol) were added. The reaction mixture was stirred at 120° C. under nitrogen for 2 hours. The reaction mixture was concentrated and the residue was dissolved in ethyl acetate and water. The...